Dataset: the Open Reaction Database (ORD), a public repository of structured organic reaction records. Task: describe an organic reaction: reactants, conditions, products, and yield Starting materials: C(C=C)(=O)OCCOS(=O)(=O)C1=CC=C(C=C1)C (2-(toluene-4-sulfonyloxy)ethyl acrylate), C(C(=C)C)(=O)OCC1CO1 (glycidyl methacrylate), CC(C)(C#N)N=NC(C)(C)C#N (AIBN), C(C(=C)C)(=O)OCCO (2-hydroxyethyl methacrylate), C(C(=C)C)(=O)OC (methyl methacrylate). Solvent: O1CCCC1 (tetrahydrofuran). Run at temperature 67.5 celsius. The product is C(C=C)(=O)OCCOS(=O)(=O)C1=CC=C(C=C1)C.C(C(=C)C)(=O)OCCO (2-(toluene-4-sulfonyloxy)ethyl acrylate 2-hydroxyethyl methacrylate). The yield is 65.0%. As a reaction SMILES: [C:1]([O:5][CH2:6][CH2:7][O:8][S:9]([C:12]1[CH:17]=[CH:16][C:15]([CH3:18])=[CH:14][CH:13]=1)(=[O:11])=[O:10])(=[O:4])[CH:2]=[CH2:3].[C:19]([O:24][CH2:25][CH2:26][OH:27])(=[O:23])[C:20]([CH3:22])=[CH2:21].C(OC)(=O)C(C)=C.C(OCC1OC1)(=O)C(C)=C.CC(N=NC(C#N)(C)C)(C#N)C>O1CCCC1>[C:1]([O:5][CH2:6][CH2:7][O:8][S:9]([C:12]1[CH:17]=[CH:16][C:15]([CH3:18])=[CH:14][CH:13]=1)(=[O:10])=[O:11])(=[O:4])[CH:2]=[CH2:3].[C:19]([O:24][CH2:25][CH2:26][OH:27])(=[O:23])[C:20]([CH3:22])=[CH2:21] |f:6.7|. Procedure details: In a 500 ml round-bottom flask was placed 0.33 mole of 2-(toluene-4-sulfonyloxy)ethyl acrylate, 0.2 mole of 2-hydroxyethyl methacrylate, 0.15 mole of methyl methacrylate, 0.3 mole of glycidyl methacrylate, 300 g of tetrahydrofuran (THF), and 0.1 g-3 g of AIBN. The reaction mixture was heated at 60-75° C. for 5-20 hours. The product was precipitated in ethylether or n-hexane, filtered and dried to provide poly [2-(toluene-4-sulfonyloxy)ethyl acrylate/2-hydroxyethyl methacrylate/-methyl methacryla...